This data is from the Open Reaction Database (ORD), a public repository of structured organic reaction records. The task is: describe an organic reaction: reactants, conditions, products, and yield The reactants are Cl (HCl), C(C)(C)(C)OC(C)=O (tert-Butylacetate), C(C)(C)[N-]C(C)C.[Li+] (lithium di-isopropyl amide), COC1=C2CCCC(C2=CC=C1OC)=O (5,6-dimethoxy-1,2,3,4-tetrahydro-1-naphthalenone), Cl.C(C)(=O)O (HCl acetic acid). Solvent: O (water), C1CCOC1 (THF), O (water), CO (methanol). Reaction conditions: temperature 0 celsius, time 20 minute. The product is COC1=C2CCC=C(C2=CC=C1OC)CC(=O)O (5,6-dimethoxy-3,4-dihydronaphthalene-1-acetic acid). As a reaction SMILES: C([O:5][C:6](=[O:8])[CH3:7])(C)(C)C.C([N-]C(C)C)(C)C.[Li+].[CH3:17][O:18][C:19]1[C:28]([O:29][CH3:30])=[CH:27][CH:26]=[C:25]2[C:20]=1[CH2:21][CH2:22][CH2:23][C:24]2=O.Cl.Cl.C(O)(=O)C>C1COCC1.O.CO>[CH3:17][O:18][C:19]1[C:28]([O:29][CH3:30])=[CH:27][CH:26]=[C:25]2[C:20]=1[CH2:21][CH2:22][CH:23]=[C:24]2[CH2:7][C:6]([OH:8])=[O:5] |f:1.2,5.6|. Procedure details: tert-Butylacetate is added to a solution of lithium di-isopropyl amide in THF at -78° C. To this solution is added 5,6-dimethoxy-1,2,3,4-tetrahydro-1-naphthalenone and the resulting mixture is stirred at 0° C. for 20 minutes, then cooled back to -78° C. One equivalent of HCl in water is added to the solution, followed by concentration of this mixture. The residue is heated with a solution of HCl/acetic acid (1:1) in water and methanol for 20 minutes, giving 5,6-dimethoxy-3,4-dihydronaphthalene-1... Solvent: C(C)O (ethanol). The reactants are compound, C1(=CC=CC=C1)B(O)C(C1=CC=CC=C1)OC(C1=CC=CC=C1)B(O)C1=CC=CC=C1 (bis(4,4′-(phenylhydroxyboryl)benzyl) ether), N1(CCCCC1)CCO (1-piperidineethanol). Product: C1(=CC=CC=C1)B(OCCN1CCCCC1)C(C1=CC=CC=C1)OC(C1=CC=CC=C1)B(OCCN1CCCCC1)C1=CC=CC=C1 (Bis(4,4′-(phenyl-1-piperidylethoxyboryl)benzyl) ether). Procedure details: The entitled compound (22 mg) was obtained by allowing 41 mg of bis(4,4′-(phenylhydroxyboryl)benzyl) ether and 13 mg of 1-piperidineethanol to act in 1 mL of ethanol. As a reaction SMILES: [C:1]1([B:7]([CH:9]([O:16][CH:17]([B:24]([C:26]2[CH:31]=[CH:30][CH:29]=[CH:28][CH:27]=2)[OH:25])[C:18]2[CH:23]=[CH:22][CH:21]=[CH:20][CH:19]=2)[C:10]2[CH:15]=[CH:14][CH:13]=[CH:12][CH:11]=2)[OH:8])[CH:6]=[CH:5][CH:4]=[CH:3][CH:2]=1.[N:32]1([CH2:38][CH2:39]O)[CH2:37][CH2:36][CH2:35][CH2:34][CH2:33]1>C(O)C>[C:1]1([B:7]([CH:9]([O:16][CH:17]([B:24]([C:26]2[CH:27]=[CH:28][CH:29]=[CH:30][CH:31]=2)[O:25][CH2:39][CH2:38][N:32]2[CH2:37][CH2:36][CH2:35][CH2:34][CH2:33]2)[C:18]2[CH:19]=[CH:20][CH:21]=[CH:22][CH:23]=2)[C:10]2[CH:15]=[CH:14][CH:13]=[CH:12][CH:11]=2)[O:8][CH2:39][CH2:38][N:32]2[CH2:37][CH2:36][CH2:35][CH2:34][CH2:33]2)[CH:2]=[CH:3][CH:4]=[CH:5][CH:6]=1. Reactants: ClCCC(=O)C1=CC=C(C=C1)F (3-chloro-4′-fluoropropiophenone), N1CCC(CC1)CNC(=O)N1C(N(C2=C1C=CC=C2)C(C)C)=O (3-isopropyl-2-oxo-2,3-dihydro-benzimidazole-1-carboxylic acid (piperidin-4-ylmethyl)-amide). The product is N1CCC(CC1)CNC(=O)N1C(N(C2=C1C=CC=C2)C2CC2)=O (3-cyclopropyl-2-oxo-2,3-dihydro-benzimidazole-1-carboxylic acid (piperidin-4-ylmethyl)-amide), ClCCC(=O)C1=CC=CC=C1 (3-chloropropiophenone), title compound. RXN SMILES: [NH:1]1[CH2:6][CH2:5][CH:4]([CH2:7][NH:8][C:9]([N:11]2[C:15]3[CH:16]=[CH:17][CH:18]=[CH:19][C:14]=3[N:13]([CH:20]([CH3:22])[CH3:21])[C:12]2=[O:23])=[O:10])[CH2:3][CH2:2]1.[Cl:24][CH2:25][CH2:26][C:27]([C:29]1[CH:34]=[CH:33][C:32](F)=[CH:31][CH:30]=1)=[O:28]>>[NH:1]1[CH2:6][CH2:5][CH:4]([CH2:7][NH:8][C:9]([N:11]2[C:15]3[CH:16]=[CH:17][CH:18]=[CH:19][C:14]=3[N:13]([CH:20]3[CH2:21][CH2:22]3)[C:12]2=[O:23])=[O:10])[CH2:3][CH2:2]1.[Cl:24][CH2:25][CH2:26][C:27]([C:29]1[CH:34]=[CH:33][CH:32]=[CH:31][CH:30]=1)=[O:28]. Procedure details: The procedure given in Example 135 was followed using 3-isopropyl-2-oxo-2,3-dihydro-benzimidazole-1-carboxylic acid (piperidin-4-ylmethyl)-amide and 3-chloro-4′-fluoropropiophenone as a reactant, instead of 3-cyclopropyl-2-oxo-2,3-dihydro-benzimidazole-1-carboxylic acid (piperidin-4-ylmethyl)-amide and 3-chloropropiophenone, to give the title compound. Starting materials: CC1=C(C(=O)OC)C=CC=C1[N+](=O)[O-] (methyl 2-methyl-3-nitrobenzoate), BrN1C(CCC1=O)=O (N-bromosuccinimide), C(Cl)(Cl)(Cl)Cl (carbon tetrachloride). Reagents/catalysts: C(C1=CC=CC=C1)(=O)OOC(C1=CC=CC=C1)=O (dibenzoyl peroxide), C(C1=CC=CC=C1)(=O)OOC(C1=CC=CC=C1)=O (dibenzoyl peroxide). The solvent is CCOCC (ether). Reaction conditions: time 24 hour. Product: BrCC1=C(C(=O)OC)C=CC=C1[N+](=O)[O-] (methyl 2-bromomethyl-3-nitrobenzoate). Yield: 52.6%. Reaction SMILES: [CH3:1][C:2]1[C:11]([N+:12]([O-:14])=[O:13])=[CH:10][CH:9]=[CH:8][C:3]=1[C:4]([O:6][CH3:7])=[O:5].[Br:15]N1C(=O)CCC1=O.C(Cl)(Cl)(Cl)Cl>CCOCC.C(OOC(=O)C1C=CC=CC=1)(=O)C1C=CC=CC=1>[Br:15][CH2:1][C:2]1[C:11]([N+:12]([O-:14])=[O:13])=[CH:10][CH:9]=[CH:8][C:3]=1[C:4]([O:6][CH3:7])=[O:5]. Reported procedure: A mixture of 100.0 g of methyl 2-methyl-3-nitrobenzoate, 100.0 g of N-bromosuccinimide, 3.0 g of dibenzoyl peroxide and 1000 ml of carbon tetrachloride was refluxed for 24 hours. The reaction mixture was cooled, 3.0 g of dibenzoyl peroxide added, and refluxing continued an additional 24 hours. The reaction mixture was cooled, filtered and the filtrate concentrated in vacuo. The crude reaction product was dissolved in ether and the organic solution washed sequentially with saturated sodium sulfit... The reactants are [BH4-].[Na+] (Sodium borohydride), C(C)(C)(C)OC(N[C@@H](C)C(CCC)=O)=O ((S)-tert-butyl(3-oxohexan-2-yl)carbamate). Solvent: CO.C(C)(C)O (methanol isopropanol). Run at time 1 hour. The product is C(C)(C)(C)OC(N[C@@H](C)C(CCC)O)=O (tert-butyl((2S)-3-hydroxyhexan-2-yl)carbamate). Yield: 96.2%. Reaction SMILES: [BH4-].[Na+].[C:3]([O:7][C:8](=[O:17])[NH:9][C@H:10]([C:12](=[O:16])[CH2:13][CH2:14][CH3:15])[CH3:11])([CH3:6])([CH3:5])[CH3:4]>CO.C(O)(C)C>[C:3]([O:7][C:8](=[O:17])[NH:9][C@H:10]([CH:12]([OH:16])[CH2:13][CH2:14][CH3:15])[CH3:11])([CH3:4])([CH3:5])[CH3:6] |f:0.1,3.4|. Reported procedure: Sodium borohydride (3.7 g) was added in divided portions to a methanol/isopropanol (30 ml/30 ml) solution containing (S)-tert-butyl(3-oxohexan-2-yl)carbamate (17.5 g) at room temperature, followed by stirring for 1 hour. The solvent was distilled away under reduced pressure, and water was added, followed by extraction with ethyl acetate. The obtained organic layer was washed with saturated saline and dried over anhydrous sodium sulfate, the solvent was distilled away under reduced pressure, and ... Starting materials: ClC=1SC(=C2C1CNC2)Cl (1,3-dichloro-5,6-dihydro-4H-thieno[3,4-c]pyrrole), C(C)(C)N(C(C)C)CC (N,N-diisopropylethylamine), 2-chloromethyl-1H-4,5-dihydroimidazole hydrochloride, C(C)(C)N(C(C)C)CC (N,N-diisopropylethylamine), CN(C=O)C (dimethylformamide), CN(C=O)C (dimethylformamide), solution, Cl (hydrochloric acid). Solvent: C(C)(C)O (isopropanol), C(C)(C)O (isopropanol). Yields the product Cl.Cl.ClC=1SC(=C2C1CN(C2)CC=2NCCN2)Cl (1,3-Dichloro-5-[(4,5-dihydro-1H-imidazol-2-yl)methyl]-5,6-dihydro-4H-thieno [3,4-c]pyrrole dihydrochloride). As a reaction SMILES: [Cl:1][C:2]1[S:3][C:4]([Cl:10])=[C:5]2[CH2:9][NH:8][CH2:7][C:6]=12.[CH:11]([N:14](CC)[CH:15]([CH3:17])C)([CH3:13])C.[ClH:20].C[N:22](C)C=O>C(O)(C)C>[ClH:1].[ClH:20].[Cl:1][C:2]1[S:3][C:4]([Cl:10])=[C:5]2[CH2:9][N:8]([CH2:13][C:11]3[NH:14][CH2:15][CH2:17][N:22]=3)[CH2:7][C:6]=12 |f:5.6.7|. Reported procedure: A solution of 2.13 g (0.011 mol) of 1,3-dichloro-5,6-dihydro-4H-thieno[3,4-c]pyrrole and 2.5 ml of N,N-diisopropylethylamine in 25 ml of dimethylformamide is poured onto a mixture of 1.95 g (0.0125 mol) of 2-chloromethyl-1H-4,5-dihydroimidazole hydrochloride, 2.5 ml of N,N-diisopropylethylamine and 25 ml of dimethylformamide. The mixture is subjected to ultrasound for 8 h and is then evaporated under vacuum. The residue is dissolved in 75 ml of salt solution and extracted with 5 times 50 ml of m... Reactants: ClC(=S)OC1=CC=CC=C1 (phenyl chlorothioformate), OCC1=NC=NN1CCCOC1=C(C=C(C=C1C)C=1N=NN(N1)C)C (5-hydroxymethyl-1-[3-[4-(2-methyl-tetrazol-5-yl)-2,6-dimethyl-phenoxy]-propyl]-1,2,4-triazole), ClC(=S)OC1=CC=CC=C1 (phenyl chlorothioformate). Reagents/catalysts: CN(C)C=1C=CN=CC1 (DMAP). Run in C(C)#N (acetonitrile). Run at temperature 20 celsius, time 7 hour. The product is O(C1=CC=CC=C1)C(=S)OCC1=NC=NN1CCCOC1=C(C=C(C=C1C)C=1N=NN(N1)C)C (5-phenoxythiocarbonyloxymethyl-1-[3-[4-(2-methyl-tetrazol-5-yl)-2,6-dimethylphenoxy]-propyl]-1,2,4-triazole). As a reaction SMILES: [OH:1][CH2:2][C:3]1[N:7]([CH2:8][CH2:9][CH2:10][O:11][C:12]2[C:17]([CH3:18])=[CH:16][C:15]([C:19]3[N:20]=[N:21][N:22]([CH3:24])[N:23]=3)=[CH:14][C:13]=2[CH3:25])[N:6]=[CH:5][N:4]=1.Cl[C:27]([O:29][C:30]1[CH:35]=[CH:34][CH:33]=[CH:32][CH:31]=1)=[S:28]>C(#N)C.CN(C1C=CN=CC=1)C>[O:29]([C:27]([O:1][CH2:2][C:3]1[N:7]([CH2:8][CH2:9][CH2:10][O:11][C:12]2[C:13]([CH3:25])=[CH:14][C:15]([C:19]3[N:20]=[N:21][N:22]([CH3:24])[N:23]=3)=[CH:16][C:17]=2[CH3:18])[N:6]=[CH:5][N:4]=1)=[S:28])[C:30]1[CH:35]=[CH:34][CH:33]=[CH:32][CH:31]=1. Procedure details: To a mixture of 5-hydroxymethyl-1-[3-[4-(2-methyl-tetrazol-5-yl)-2,6-dimethyl-phenoxy]-propyl]-1,2,4-triazole (343 mg, 1 mmol) in 15 ml of acetonitrile was added DMAP (244 mg, 2 mmol) and phenyl chlorothioformate (381 mg, 2.2 mmol). The mixture was stirred at 20° C. for 7 h. An additional phenyl chlorothioformate (1 equiv) was added, and the mixture was stirred for 15 h. The solvent was removed in vacuo and 5-phenoxythiocarbonyloxymethyl-1-[3-[4-(2-methyl-tetrazol-5-yl)-2,6-dimethylphenoxy]-prop...